Task: describe an organic reaction: reactants, conditions, products, and yield. Dataset: the Open Reaction Database (ORD), a public repository of structured organic reaction records The reactants are C(C)OC(=O)C=1C=NN(C1C(F)(F)F)C1=CC=C(C=C1)[N+](=O)[O-] (1-(4-nitrophenyl)-5-trifluoromethyl-1H-pyrazole-4-carboxylic acid ethyl ester), C(=O)[O-].[NH4+] (ammonium formate). Reagents/catalysts: [Pd] (palladium on carbon). Run in CO (methanol). Run at time 8 hour. Yields the product C(C)OC(=O)C=1C=NN(C1C(F)(F)F)C1=CC=C(C=C1)N (1-(4-aminophenyl)-5-trifluoromethyl-1H-pyrazole-4-carboxylic acid ethyl ester). Reaction SMILES: [CH2:1]([O:3][C:4]([C:6]1[CH:7]=[N:8][N:9]([C:15]2[CH:20]=[CH:19][C:18]([N+:21]([O-])=O)=[CH:17][CH:16]=2)[C:10]=1[C:11]([F:14])([F:13])[F:12])=[O:5])[CH3:2].C([O-])=O.[NH4+]>CO.[Pd]>[CH2:1]([O:3][C:4]([C:6]1[CH:7]=[N:8][N:9]([C:15]2[CH:16]=[CH:17][C:18]([NH2:21])=[CH:19][CH:20]=2)[C:10]=1[C:11]([F:14])([F:13])[F:12])=[O:5])[CH3:2] |f:1.2|. Reported procedure: To 1-(4-nitrophenyl)-5-trifluoromethyl-1H-pyrazole-4-carboxylic acid ethyl ester (0.5 g, 1.5 mmol) dissolved in methanol (4 mL) was added palladium on carbon and ammonium formate (0.428 g, 6.8 mmol). This mixture was stirred at room temperature overnight. The solvent was removed under vacuum, then the material was resuspended in chloroform, and washed with water (twice) and saturated sodium bicarbonate (once), and the organic layer dried over magnesium sulfate (MgSO4). The solid was filtered and...